describe an organic reaction: reactants, conditions, products, and yield From a dataset of the Open Reaction Database (ORD), a public repository of structured organic reaction records. Reactants: CSC=1S\C(\C(N1)=O)=C/C=1C=C2C=CC=NC2=CC1 (2-methylsulfanyl-5-[1-quinolin-6-yl-meth-(Z)-ylidene]-thiazol-4-one), C1(CCCCC1)[C@H](CO)N ((R)-1-cyclohexyl-2-hydroxy-ethylamine), CCN(C(C)C)C(C)C (DIEA). Yields the product C1(CCCCC1)[C@H](CO)NC=1S\C(\C(N1)=O)=C/C=1C=C2C=CC=NC2=CC1 (2-((R)-1-cyclohexyl-2-hydroxy-ethylamino)-5-[1-quinolin-6-yl-meth-(Z)-ylidene]-thiazol-4-one). Reaction SMILES: CS[C:3]1[S:4]/[C:5](=[CH:9]\[C:10]2[CH:11]=[C:12]3[C:17](=[CH:18][CH:19]=2)[N:16]=[CH:15][CH:14]=[CH:13]3)/[C:6](=[O:8])[N:7]=1.[CH:20]1([C@@H:26]([NH2:29])[CH2:27][OH:28])[CH2:25][CH2:24][CH2:23][CH2:22][CH2:21]1.CCN(C(C)C)C(C)C>>[CH:20]1([C@@H:26]([NH:29][C:3]2[S:4]/[C:5](=[CH:9]\[C:10]3[CH:11]=[C:12]4[C:17](=[CH:18][CH:19]=3)[N:16]=[CH:15][CH:14]=[CH:13]4)/[C:6](=[O:8])[N:7]=2)[CH2:27][OH:28])[CH2:25][CH2:24][CH2:23][CH2:22][CH2:21]1. Procedure details: Similar procedure as described in example 1b was used, starting from 2-methylsulfanyl-5-[1-quinolin-6-yl-meth-(Z)-ylidene]-thiazol-4-one, (R)-1-cyclohexyl-2-hydroxy-ethylamine and DIEA to give 2-((R)-1-cyclohexyl-2-hydroxy-ethylamino)-5-[1-quinolin-6-yl-meth-(Z)-ylidene]-thiazol-4-one. LC-MS m/e 382 (MH+). Starting materials: O(C1=CC=CC=C1)C=1C=C(C=CC1)CCCBr (3-(3-phenoxyphenyl)propyl bromide), C1(=CC=CC=C1)P(C1=CC=CC=C1)C1=CC=CC=C1 (triphenylphosphine). Run in C(C)#N (acetonitrile). Product: [Br-].O(C1=CC=CC=C1)C=1C=C(C=CC1)CCC[P+](C1=CC=CC=C1)(C1=CC=CC=C1)C1=CC=CC=C1 (3-(3-phenoxyphenyl)propyltriphenylphosphonium bromide). Isolated yield 75.9%. RXN SMILES: [O:1]([C:8]1[CH:9]=[C:10]([CH2:14][CH2:15][CH2:16][Br:17])[CH:11]=[CH:12][CH:13]=1)[C:2]1[CH:7]=[CH:6][CH:5]=[CH:4][CH:3]=1.[C:18]1([P:24]([C:31]2[CH:36]=[CH:35][CH:34]=[CH:33][CH:32]=2)[C:25]2[CH:30]=[CH:29][CH:28]=[CH:27][CH:26]=2)[CH:23]=[CH:22][CH:21]=[CH:20][CH:19]=1>C(#N)C>[Br-:17].[O:1]([C:8]1[CH:9]=[C:10]([CH2:14][CH2:15][CH2:16][P+:24]([C:25]2[CH:26]=[CH:27][CH:28]=[CH:29][CH:30]=2)([C:31]2[CH:36]=[CH:35][CH:34]=[CH:33][CH:32]=2)[C:18]2[CH:19]=[CH:20][CH:21]=[CH:22][CH:23]=2)[CH:11]=[CH:12][CH:13]=1)[C:2]1[CH:7]=[CH:6][CH:5]=[CH:4][CH:3]=1 |f:3.4|. Reported procedure: Under nitrogen a mixture of 2.9 grams (0.01 mole) of 3-(3-phenoxyphenyl)propyl bromide and 2.9 grams (0.01 mole) of triphenylphosphine in 25 mL of acetonitrile was heated at reflux overnight. The solvent was evaporated under reduced pressure. Toluene was added to the residue, and this mixture was heated at reflux for 90 minutes during which a solid formed. Filtration yielded 4.2 grams of 3-(3-phenoxyphenyl)propyltriphenylphosphonium bromide, m.p. 198°-200° C. Reactants: C(C)(=O)Cl (acetyl chloride), N1CCCC1 (pyrrolidine), C(C1=CC=CC=C1)=O (benzaldehyde). Yields the product yield, [Cl-].C(C1=CC=CC=C1)=[N+]1CCCC1 (1-benzylidene-pyrrolidinium chloride). Isolated yield 72.0%. RXN SMILES: [NH:1]1[CH2:5][CH2:4][CH2:3][CH2:2]1.[CH:6](=O)[C:7]1[CH:12]=[CH:11][CH:10]=[CH:9][CH:8]=1.C([Cl:17])(=O)C>>[Cl-:17].[CH:6](=[N+:1]1[CH2:5][CH2:4][CH2:3][CH2:2]1)[C:7]1[CH:12]=[CH:11][CH:10]=[CH:9][CH:8]=1 |f:3.4|. Procedure details: The reaction of 16.4 ml (0.200 mol) pyrrolidine and 10.1 ml (0.100 mol) benzaldehyde in accordance with general synthesis instructions 2 and subsequent reaction with 6.0 ml (0.100 mol) acetyl chloride in accordance with general synthesis instructions 3 gave 14.1 g (corresponding to 72% of the yield calculated by theory) 1-benzylidene-pyrrolidinium chloride. The reactants are C(C)(C)(C)C1=CC(=CC=C1)C=C (1-tert-butyl-3-vinylbenzene), C1(=CC=CC=C1)OP(OC1=CC=CC=C1)OC1=CC=CC=C1 (triphenylphosphite), [H][H] (hydrogen), [C]=O (carbon monoxide). The reagents and catalysts are C/C(=C/C(=O)C)/O.[C-]#[O+].[C-]#[O+].[Rh] (Acetylacetonatodicarbonylrhodium). Run in C1(=CC=CC=C1)C (toluene). Product: C(C)(C)(C)C=1C=C(C=CC1)CCC=O (3-(3-tert-butylphenyl)propanal). The yield is 13005.7%. RXN SMILES: [C:1]([C:5]1[CH:10]=[CH:9][CH:8]=[C:7]([CH:11]=[CH2:12])[CH:6]=1)([CH3:4])([CH3:3])[CH3:2].[C:13]1([O:19]P(OC2C=CC=CC=2)OC2C=CC=CC=2)C=CC=CC=1.[H][H].[C]=O>C1(C)C=CC=CC=1.C/C(/O)=C/C(C)=O.[C-]#[O+].[C-]#[O+].[Rh]>[C:1]([C:5]1[CH:6]=[C:7]([CH2:11][CH2:12][CH:13]=[O:19])[CH:8]=[CH:9][CH:10]=1)([CH3:4])([CH3:3])[CH3:2] |f:5.6.7.8,^3:36|. Procedure details: Acetylacetonatodicarbonylrhodium (I) (41 mg, 0.1 mol %) of 1-tert-butyl-3-vinylbenzene (29 g, 0.16 mol) and a solution of triphenylphosphite (261 mg, 0.99 mmol) in 88 g of toluene were added to a 250 mL autoclave vessel. The vigorously stirred reaction mixture heated for 6 h under a pressure of syn gas (mixture of hydrogen and carbon monoxide in a ratio 1:1-1 Bar), at 80° C. The crude reaction mixture was concentrated in vacuo and chromatographed on a silica gel column with 3% MTBE in hexane as ... Starting materials: FC1=CC=C(C(=O)N)C=C1 (4-fluorobenzamide), CC1NCCNC1 ((RS)-2-methylpiperazine). Solvent: O (water), O (water). Conditions: temperature 100 celsius. The product is CC1CN(CCN1)C1=CC=C(C(=O)N)C=C1 ((RS)-4-(3-methylpiperazin-1-yl)benzamide). Isolated yield 87.9%. RXN SMILES: F[C:2]1[CH:10]=[CH:9][C:5]([C:6]([NH2:8])=[O:7])=[CH:4][CH:3]=1.[CH3:11][CH:12]1[CH2:17][NH:16][CH2:15][CH2:14][NH:13]1>O>[CH3:11][CH:12]1[NH:13][CH2:14][CH2:15][N:16]([C:2]2[CH:10]=[CH:9][C:5]([C:6]([NH2:8])=[O:7])=[CH:4][CH:3]=2)[CH2:17]1. Procedure: A mixture of 4-fluorobenzamide (Aldrich; 2.432 g), (RS)-2-methylpiperazine (Aldrich; 4.247 g), and water (9 mL) is heated at 100° C. for 7 days. The mixture is then cooled to 41° C. and water is added. The solid is collected, washed with water and toluene and dried under reduced pressure to give 3.37 g of (RS)-4-(3-methylpiperazin-1-yl)benzamide; 1H NMR (CDCl3, CD3OD) δ 1.17, 2.48, 2.82, 2.94-3.15, 3.04, 3.68, 6.89, 7.73. Starting materials: ClCCCC(=O)Cl (4-Chlorobutyrylchloride), FC=1C=C(C=CC1)O (3-fluorophenol). Run at time 48 hour. Product: FC=1C=C(C=CC1)OC(CCCCl)=O (4-Chloro-butanoic Acid 3-fluorophenyl Ester). As a reaction SMILES: [Cl:1][CH2:2][CH2:3][CH2:4][C:5](Cl)=[O:6].[F:8][C:9]1[CH:10]=[C:11]([OH:15])[CH:12]=[CH:13][CH:14]=1>>[F:8][C:9]1[CH:10]=[C:11]([O:15][C:5](=[O:6])[CH2:4][CH2:3][CH2:2][Cl:1])[CH:12]=[CH:13][CH:14]=1. Reported procedure: 4-Chlorobutyrylchloride (35.3 g) was added to 3-fluorophenol (25 g). This mixture was stirred during 48 h at room temperature. After the reaction was completed the product was purified by vacuo-destillation. Yield: 35,3 g (b.p. 106° C. 3 mmHg) of 4-chloro-butanoic acid 3-fluorophenyl ester as a white oil. Reactants: COC=1C=CC2=C(CNCCC2)C1 (8-Methoxy-2,3,4,5-tetrahydro-1H-benz[c]azepine), Br (hydrogen bromide). Product: Br.OC=1C=CC2=C(CNCCC2)C1 (8-Hydroxy-2,3,4,5-tetrahydro-1H-benz[c]azepine Hydrobromide). Reaction SMILES: C[O:2][C:3]1[CH:4]=[CH:5][C:6]2[CH2:12][CH2:11][CH2:10][NH:9][CH2:8][C:7]=2[CH:13]=1.[BrH:14]>>[BrH:14].[OH:2][C:3]1[CH:4]=[CH:5][C:6]2[CH2:12][CH2:11][CH2:10][NH:9][CH2:8][C:7]=2[CH:13]=1 |f:2.3|. Procedure details: 8-Methoxy-2,3,4,5-tetrahydro-1H-benz[c]azepine (3.65 g) was dissolved in 48% aqueous hydrogen bromide solution (36 ml) and the mixture was refluxed for 2 hours. The solvent was evaporated and ethanol and diethyl ether were added to the obtained residue. The mixture was filtrated and dried under reduced pressure to give the title compound (4.56 g). Starting materials: [Br-], CCn1nc(-c2ccc(OC(F)(F)F)cc2)cc1C=O, CC(C)C[Mg+], C1CCOC1, C1CCOC1. Product: CCn1nc(-c2ccc(OC(F)(F)F)cc2)cc1C(O)CC(C)C. RXN SMILES: [Br-:26].[CH2:1]([CH3:2])[n:3]1[n:4][c:5](-[c:10]2[cH:11][cH:12][c:13]([O:16][C:17]([F:18])([F:19])[F:20])[cH:14][cH:15]2)[cH:6][c:7]1[CH:8]=[O:9].[CH2:27]([CH:28]([CH3:29])[CH3:30])[Mg+:31].[O:21]1[CH2:22][CH2:23][CH2:24][CH2:25]1.[O:32]1[CH2:33][CH2:34][CH2:35][CH2:36]1>>[CH2:1]([CH3:2])[n:3]1[n:4][c:5](-[c:10]2[cH:11][cH:12][c:13]([O:16][C:17]([F:18])([F:19])[F:20])[cH:14][cH:15]2)[cH:6][c:7]1[CH:8]([OH:9])[CH2:27][CH:28]([CH3:29])[CH3:30].